Dataset: the Open Reaction Database (ORD), a public repository of structured organic reaction records. Task: describe an organic reaction: reactants, conditions, products, and yield Yield: 342.9%. Product: N1[C@H](C(=O)N2[C@H](C(=O)OCC3=CC=CC=C3)CCC2)CCC1 (H-Pro-Pro-OBzl), CC(C)O.CCOC(=O)C (iPrOH AcOEt). RXN SMILES: [N:1]1(C([O:25][C:26](C)([CH3:28])[CH3:27])=O)[CH2:22][CH2:21][CH2:20][C@H:2]1[C:3]([N:5]1[CH2:19][CH2:18][CH2:17][C@H:6]1[C:7]([O:9][CH2:10][C:11]1[CH:16]=[CH:15][CH:14]=[CH:13][CH:12]=1)=[O:8])=[O:4]>Cl.C(O)(=O)C>[NH:1]1[CH2:22][CH2:21][CH2:20][C@H:2]1[C:3]([N:5]1[CH2:19][CH2:18][CH2:17][C@H:6]1[C:7]([O:9][CH2:10][C:11]1[CH:12]=[CH:13][CH:14]=[CH:15][CH:16]=1)=[O:8])=[O:4].[CH3:27][CH:26]([OH:25])[CH3:28].[CH3:11][CH2:10][O:9][C:7]([CH3:6])=[O:8] |f:4.5|. Run in saturated solution, Cl (hydrogen chloride), C(C)(=O)O (acetic acid). Reactants: N1([C@H](C(=O)N2[C@H](C(=O)OCC3=CC=CC=C3)CCC2)CCC1)C(=O)OC(C)(C)C (BOC-Pro-Pro-OBzl). Procedure: 34.21 g (85 mmol) of BOC-Pro-Pro-OBzl (VII) were dissolved in 342 ml of a saturated solution of hydrogen chloride in acetic acid at room temperature. After 30 minutes BOC-removal was complete and the solvent was removed in vacuo. From iPrOH/AcOEt 21.60 g (75% yield) of compund VIII were obtained: RfD 0.32; E1.2 1.12. Reactants: CC(CCCCCC)(C)C1=CC(=C(C=C1)C1(CNCCC1)O)O (3-[4-(1,1-dimethylheptyl)-2-hydroxyphenyl]-3-piperidinol), Cl (hydrochloric acid). Yields the product CC(CCCCCC)(C)C1=CC(=C(C=C1)C=1CNCCC1)O (3-[4-(1,1-Dimethylheptyl)-2-hydroxyphenyl]-1,2,5,6-tetrahydropyridine). The yield is 58.0%. Reaction SMILES: [CH3:1][C:2]([C:10]1[CH:15]=[CH:14][C:13]([C:16]2(O)[CH2:21][CH2:20][CH2:19][NH:18][CH2:17]2)=[C:12]([OH:23])[CH:11]=1)([CH3:9])[CH2:3][CH2:4][CH2:5][CH2:6][CH2:7][CH3:8].Cl>>[CH3:9][C:2]([C:10]1[CH:15]=[CH:14][C:13]([C:16]2[CH2:17][NH:18][CH2:19][CH2:20][CH:21]=2)=[C:12]([OH:23])[CH:11]=1)([CH3:1])[CH2:3][CH2:4][CH2:5][CH2:6][CH2:7][CH3:8]. Procedure: A mixture of 23.6 g. (74.2 mmoles) of 3-[4-(1,1-dimethylheptyl)-2-hydroxyphenyl]-3-piperidinol and 400 ml. of 2N hydrochloric acid is heated at reflux for 2 hours. The reaction is cooled, evaporated and dissolved in excess saturated sodium bicarbonate and 400 ml. of dichloromethane. The dichloromethane extract is combined with a second 400 ml. dichloromethane extract of the aqueous phase, dried over magnesium sulfate and evaporated to an oil. Crystallization from ether-pentane gave 13.0 g. (58%)... Reactants: C(C)C=1C=C(N(N1)C)N (5-Ethyl-2-methyl-2H-pyrazol-3-ylamine), C([O-])([O-])=O.[K+].[K+] (potassium carbonate), C1CCOC1 (THF), C1(=CC=CC=C1)OC(=O)Cl (Phenylchloroformate). Reaction conditions: temperature 0 celsius, time 40 minute. Yields the product C1(=CC=CC=C1)OC(NC=1N(N=C(C1)C1CC1)C)=O ((5-Cyclopropyl-2-methyl-2H-pyrazol-3-yl)-carbamic acid phenyl ester). RXN SMILES: [CH2:1]([C:3]1[CH:4]=[C:5]([NH2:9])[N:6]([CH3:8])[N:7]=1)[CH3:2].[C:10](=O)([O-])[O-].[K+].[K+].C1COCC1.[C:21]1([O:27][C:28](Cl)=[O:29])[CH:26]=[CH:25][CH:24]=[CH:23][CH:22]=1>>[C:21]1([O:27][C:28](=[O:29])[NH:9][C:5]2[N:6]([CH3:8])[N:7]=[C:3]([CH:1]3[CH2:10][CH2:2]3)[CH:4]=2)[CH:26]=[CH:25][CH:24]=[CH:23][CH:22]=1 |f:1.2.3|. Procedure details: A solution of 5-Ethyl-2-methyl-2H-pyrazol-3-ylamine (10 g, 79.8 mmol) (500 ml) and potassium carbonate in THF (12.14 g, 87.8 mmol) is cooled to 0° C. Phenylchloroformate (10.15 ml, 80.6 mmol) is added dropwise over 20 minutes. The reaction mixture is stirred for 40 minutes at 0° C. then allowed to warm to ambient temperature and stirred for a further 2.5 hours. The reaction mixture is partitioned between ethylacetate and water. The organic phase is washed with 5% aqueous citric acid solution and... Reactants: [OH-].[Na+] (sodium hydroxide), COC(=O)C1=NC(=C(C(=C1)Br)O)Br (4,6-dibromo-5-hydroxy-2-pyridine-carboxylic acid methyl ester), Cl (hydrochloric acid). The solvent is O (water). Product: BrC1=CC(=NC(=C1O)Br)C(=O)O (4,6-Dibromo-5-hydroxy-2-pyridinecarboxylic acid). Isolated yield 53.0%. As a reaction SMILES: [OH-].[Na+].C[O:4][C:5]([C:7]1[CH:12]=[C:11]([Br:13])[C:10]([OH:14])=[C:9]([Br:15])[N:8]=1)=[O:6].Cl>O>[Br:13][C:11]1[C:10]([OH:14])=[C:9]([Br:15])[N:8]=[C:7]([C:5]([OH:6])=[O:4])[CH:12]=1 |f:0.1|. Procedure details: A solution of 0.5 g sodium hydroxide in 15 ml of water was added to 2 g of 4,6-dibromo-5-hydroxy-2-pyridine-carboxylic acid methyl ester and refluxed for 2 hours. The product was isolated, by cooling and acidifying with concentrated hydrochloric acid, in 53% yield; m.p. 195° -197° C. Starting materials: CC1=CC=C(C=C1)S(=O)(=O)[O-].C1=CC=[NH+]C=C1 (PPTS), C[Mg]Br (Methylmagnesium bromide), CCOCC (Et2O), BrC1=CC=2C(C3=CC(=CC=C3OC2C=C1)I)=O (2-bromo-7-iodo-9H-xanthen-9-one). The solvent is C1CCOC1 (THF), water ice, C(Cl)Cl (methylene chloride). Run at time 10 minute. Yields the product BrC1=CC=2C(C3=CC(=CC=C3OC2C=C1)I)=C (2-bromo-7-iodo-9-methylene-9H-xanthene). RXN SMILES: [Br:1][C:2]1[CH:15]=[CH:14][C:13]2[O:12][C:11]3[C:6](=[CH:7][C:8]([I:16])=[CH:9][CH:10]=3)[C:5](=O)[C:4]=2[CH:3]=1.[CH3:18][Mg]Br.CCOCC.CC1C=CC(S([O-])(=O)=O)=CC=1.C1C=C[NH+]=CC=1>C(Cl)Cl.C1COCC1>[Br:1][C:2]1[CH:15]=[CH:14][C:13]2[O:12][C:11]3[C:6](=[CH:7][C:8]([I:16])=[CH:9][CH:10]=3)[C:5](=[CH2:18])[C:4]=2[CH:3]=1 |f:3.4|. Procedure details: A 500 ml RB flask was charged with 2-bromo-7-iodo-9H-xanthen-9-one (16.030 g, 40.0 mmol) and THF (150 mL). The mixture was stirred for 10 min at RT and the resulting suspension was placed in water-ice bath for another 10 min. Methylmagnesium bromide, 3.0 M in Et2O (20.0 ml, 60.0 mmol) was added dropwise. After 1 hr, the mixture was carefully quenched with sat NH4Cl (150 mL) at 0° C. and diluted with EtOAc. The organic layer was washed with brine, dried with sodium sulfate, and concentrated in va... Reactants: C(C1=CC=CC=C1)S(=O)(=O)NC=1C(N(C(N(C1)COC)=O)CC(=O)OCC)=O (Ethyl 5-Benzylsulfonylamino-1-methoxymethyl-3-uracilylacetate), [OH-].[Na+] (NaOH). Run in CO (methanol), O (water). Yields the product C(C1=CC=CC=C1)S(=O)(=O)NC=1C(N(C(N(C1)COC)=O)CC(=O)O)=O (5-Benzylsulfonylamino-1-methoxymethyl-3-uracilylacetic Acid). Reaction SMILES: [CH2:1]([S:8]([NH:11][C:12]1[C:13](=[O:28])[N:14]([CH2:22][C:23]([O:25]CC)=[O:24])[C:15](=[O:21])[N:16]([CH2:18][O:19][CH3:20])[CH:17]=1)(=[O:10])=[O:9])[C:2]1[CH:7]=[CH:6][CH:5]=[CH:4][CH:3]=1.[OH-].[Na+]>CO.O>[CH2:1]([S:8]([NH:11][C:12]1[C:13](=[O:28])[N:14]([CH2:22][C:23]([OH:25])=[O:24])[C:15](=[O:21])[N:16]([CH2:18][O:19][CH3:20])[CH:17]=1)(=[O:10])=[O:9])[C:2]1[CH:7]=[CH:6][CH:5]=[CH:4][CH:3]=1 |f:1.2|. Procedure details: To a cooled (0° C.) suspension of the compound of Example 43 (10.0 g, 24 mmole) in methanol (50 mL) is added 1.0N NaOH (49 mL) over a period of 10 minutes. After the addition is complete, the solution is allowed to warm to room temperature over a period of 1.5 hours. The solvent is reduced under vacuum, residue diluted with water, and washed with ethyl acetate twice. The aqueous layer is acidified with 2.0N HCl to pH 1, extracted with ethyl acetate three times. The combined organic extracts are ... The reactants are NCCNCC(=O)O (N-(2-Aminoethyl)glycine), O1CCOCC1 (dioxane), C(OC1=C(C=C(C=C1)[N+](=O)[O-])C(C)(C)C)([O-])=O (tert-Butyl-4-nitrophenyl carbonate), O1CCOCC1 (dioxane), [OH-].[Na+] (sodium hydroxide), [OH-].[Na+] (sodium hydroxide), Cl (hydrochloric acid). Solvent: O (water). Conditions: temperature 0 celsius, time 8 hour. The product is C(=O)(OC(C)(C)C)NCCNCC(=O)O ((N′-BOC-2′-aminoethyl)glycine), C1=CC=C2C(=C1)C(=O)C(C2=O)(O)O (ninhydrin). Reaction SMILES: [NH2:1][CH2:2][CH2:3][NH:4][CH2:5][C:6]([OH:8])=[O:7].[OH-:9].[Na+].[C:11](=[O:27])([O-])[O:12][C:13]1[CH:18]=[CH:17][C:16]([N+]([O-])=O)=[CH:15][C:14]=1[C:22](C)(C)C.Cl.[O:29]1[CH2:34][CH2:33][O:32]C[CH2:30]1>O>[C:11]([NH:1][CH2:2][CH2:3][NH:4][CH2:5][C:6]([OH:8])=[O:7])([O:12][C:13]([CH3:14])([CH3:18])[CH3:30])=[O:27].[CH:16]1[CH:15]=[C:14]2[C:22]([C:33]([OH:32])([OH:7])[C:34](=[O:29])[C:13]2=[CH:18][CH:17]=1)=[O:9] |f:1.2|. Reported procedure: The title compound was prepared by a modification of the procedure by Heimer et al. (Int. J. Pept., 1984, 23, 203-211). N-(2-Aminoethyl)glycine (1, 3 g, 25.4 mmol) was dissolved in water (50 mL), dioxane (50 mL) was added, and the pH was adjusted to 11.2 with 2 N sodium hydroxide. tert-Butyl-4-nitrophenyl carbonate (7.29 g, 30.5 mmol) was dissolved in dioxane (40 mL) and added dropwise over a period of 2 h, during which time the pH was maintained at 11.2 with 2 N sodium hydroxide. The pH was adj... Starting materials: [OH-].[Na+] (NaOH), BrBr (Br2), Br[O-] (hypobromite), C(C)(=O)C12CC3(CC2CC(C1)C3)N3C(CCC3)=O (1-(3-acetyltricyclo[3.3.1.03,7]non-1-yl)pyrrolidin-2-one), C(C)(=O)O (acetic acid). The solvent is O1CCOCC1 (1,4 dioxane), O (H2O), O (water), O1CCOCC1 (1,4-dioxane). Reaction conditions: time 5 minute. The product is O=C1N(CCC1)C12CC3(CC(CC3C1)C2)C(=O)O (1-(2-oxopyrrolidin-1-yl)tricyclo[3.3.1.03,7]nonane-3-carboxylic acid). Isolated yield 129.1%. RXN SMILES: [OH-].[Na+].BrBr.Br[O-].[C:7]([C:10]12[CH2:17][CH:16]3[CH2:18][C:12]([N:19]4[CH2:23][CH2:22][CH2:21][C:20]4=[O:24])([CH2:13][CH:14]1[CH2:15]3)[CH2:11]2)(=[O:9])C.C(O)(=[O:27])C>O1CCOCC1.O>[O:24]=[C:20]1[CH2:21][CH2:22][CH2:23][N:19]1[C:12]12[CH2:18][CH:16]3[CH2:15][CH:14]([CH2:13]1)[C:10]([C:7]([OH:9])=[O:27])([CH2:17]3)[CH2:11]2 |f:0.1|. Procedure: To a stirred mixture of NaOH (2.4 g, 60.6 mmol), H2O (16 mL) and 1,4 dioxane (4 mL) at ice bath temperature was added Br2 (1.13 mL, 22.6 mmol) and stirred for 5 minutes. The resulting hypobromite solution was added dropwise to a stirred solution of the compound obtained in step I (1.0 g, 4.04 mmol) in 1,4-dioxane (18 mL) at 10° C. The temperature of the reaction was brought to room temperature and the reaction mixture was stirred for 1 h. Then it was cooled to ice bath temperature and quenched b...